From a dataset of the Open Reaction Database (ORD), a public repository of structured organic reaction records. describe an organic reaction: reactants, conditions, products, and yield Starting materials: C=CCC(CO)(CC=C)c1ccc(Br)cc1, Cc1ccccc1, CO, Oc1ccc(-c2ccc(C(F)(F)F)cc2)cc1, O=C(N=NC(=O)N1CCCCC1)N1CCCCC1, c1ccc(P(c2ccccc2)c2ccccc2)cc1. Yields the product C=CCC(CC=C)(COc1ccc(-c2ccc(C(F)(F)F)cc2)cc1)c1ccc(Br)cc1. As a reaction SMILES: [CH2:1]([CH:2]=[CH2:3])[C:4]([CH2:5][OH:6])([CH2:7][CH:8]=[CH2:9])[c:10]1[cH:11][cH:12][c:13]([Br:16])[cH:14][cH:15]1.[CH3:71][c:72]1[cH:73][cH:74][cH:75][cH:76][cH:77]1.[CH3:78][OH:79].[F:17][C:18]([c:19]1[cH:20][cH:21][c:22](-[c:25]2[cH:26][cH:27][c:28]([OH:31])[cH:29][cH:30]2)[cH:23][cH:24]1)([F:32])[F:33].[N:53]([C:54]([N:55]1[CH2:56][CH2:57][CH2:58][CH2:59][CH2:60]1)=[O:61])=[N:62][C:63]([N:64]1[CH2:65][CH2:66][CH2:67][CH2:68][CH2:69]1)=[O:70].[c:34]1([P:35]([c:36]2[cH:37][cH:38][cH:39][cH:40][cH:41]2)[c:42]2[cH:43][cH:44][cH:45][cH:46][cH:47]2)[cH:48][cH:49][cH:50][cH:51][cH:52]1>>[CH2:1]([CH:2]=[CH2:3])[C:4]([CH2:5][O:6][c:28]1[cH:27][cH:26][c:25](-[c:22]2[cH:21][cH:20][c:19]([C:18]([F:17])([F:32])[F:33])[cH:24][cH:23]2)[cH:30][cH:29]1)([CH2:7][CH:8]=[CH2:9])[c:10]1[cH:11][cH:12][c:13]([Br:16])[cH:14][cH:15]1.